The task is: describe an organic reaction: reactants, conditions, products, and yield. This data is from the Open Reaction Database (ORD), a public repository of structured organic reaction records. RXN SMILES: [CH2:28]([Cl:29])[CH2:30][Cl:31].[Cu:32][Cl:33].[F:1][c:2]1[cH:3][cH:4][c:5]([S:8](=[O:9])(=[O:10])[NH:11][CH2:12][CH2:13][c:14]2[n:15]([CH3:19])[cH:16][cH:17][cH:18]2)[cH:6][cH:7]1.[N+:20](=[N-:21])=[CH:22][C:23](=[O:24])[O:25][CH2:26][CH3:27]>>[F:1][c:2]1[cH:3][cH:4][c:5]([S:8](=[O:9])(=[O:10])[NH:11][CH2:12][CH2:13][c:14]2[n:15]([CH3:19])[c:16]([CH2:22][C:23](=[O:24])[O:25][CH2:26][CH3:27])[cH:17][cH:18]2)[cH:6][cH:7]1. Reactants: ClCCCl, Cl[Cu], Cn1cccc1CCNS(=O)(=O)c1ccc(F)cc1, CCOC(=O)C=[N+]=[N-]. Product: CCOC(=O)Cc1ccc(CCNS(=O)(=O)c2ccc(F)cc2)n1C. Starting materials: CCC(CC)(c1ccc(OCC(O)C(C)(C)C)c(C)c1)c1ccc(-c2ccc(CC(=O)OC)c(F)c2)c(C)c1, CO, Cl, [Na+], [OH-]. Product: CCC(CC)(c1ccc(OCC(O)C(C)(C)C)c(C)c1)c1ccc(-c2ccc(CC(=O)O)c(F)c2)c(C)c1. As a reaction SMILES: [CH3:3][O:4][C:5]([CH2:6][c:7]1[c:8]([F:40])[cH:9][c:10](-[c:13]2[c:14]([CH3:39])[cH:15][c:16]([C:19]([CH2:20][CH3:21])([c:22]3[cH:23][c:24]([CH3:36])[c:25]([O:28][CH2:29][CH:30]([C:31]([CH3:32])([CH3:33])[CH3:34])[OH:35])[cH:26][cH:27]3)[CH2:37][CH3:38])[cH:17][cH:18]2)[cH:11][cH:12]1)=[O:41].[CH3:43][OH:44].[ClH:42].[Na+:2].[OH-:1]>>[O:4]=[C:5]([CH2:6][c:7]1[c:8]([F:40])[cH:9][c:10](-[c:13]2[c:14]([CH3:39])[cH:15][c:16]([C:19]([CH2:20][CH3:21])([c:22]3[cH:23][c:24]([CH3:36])[c:25]([O:28][CH2:29][CH:30]([C:31]([CH3:32])([CH3:33])[CH3:34])[OH:35])[cH:26][cH:27]3)[CH2:37][CH3:38])[cH:17][cH:18]2)[cH:11][cH:12]1)[OH:41]. RXN SMILES: [CH3:36][CH2:37][O:38][C:39](=[O:40])[CH3:41].[CH3:42][c:43]1[cH:44][cH:45][cH:46][cH:47][cH:48]1.[Cl:18][C:19]([Cl:20])([O:21][C:22](=[O:23])[O:24][C:25]([Cl:26])([Cl:27])[Cl:28])[Cl:29].[F:1][C:2]([c:3]1[cH:4][cH:5][c:6]([O:7][CH:8]2[CH2:9][CH2:10][NH:11][CH2:12][CH2:13]2)[cH:14][cH:15]1)([F:16])[F:17].[cH:30]1[cH:31][cH:32][n:33][cH:34][cH:35]1>>[F:1][C:2]([c:3]1[cH:4][cH:5][c:6]([O:7][CH:8]2[CH2:9][CH2:10][N:11]([C:19]([Cl:18])=[O:21])[CH2:12][CH2:13]2)[cH:14][cH:15]1)([F:16])[F:17]. Yields the product O=C(Cl)N1CCC(Oc2ccc(C(F)(F)F)cc2)CC1. Starting materials: CCOC(C)=O, Cc1ccccc1, O=C(OC(Cl)(Cl)Cl)OC(Cl)(Cl)Cl, FC(F)(F)c1ccc(OC2CCNCC2)cc1, c1ccncc1. The reactants are C(C)(C)(C)OC(C(=O)OC)C1=C(C2=C(C(N1C)=O)NC=C2)C2=CC=C(C=C2)Cl (methyl 2-(tert-butoxy)-2-(4-(4-chlorophenyl)-6-methyl-7-oxo-6,7-dihydro-1H-pyrrolo[2,3-c]pyridin-5-yl)acetate), CC1=CC=C(C=C1)S(=O)(=O)Cl (4-methylbenzenesulfonyl chloride). Product: C(C)(C)(C)OC(C(=O)O)C1=C(C2=C(C(N1C)=O)N(C=C2)S(=O)(=O)C2=CC=C(C)C=C2)C2=CC=C(C=C2)Cl (2-(tert-butoxy)-2-(4-(4-chlorophenyl)-6-methyl-7-oxo-1-tosyl-6,7-dihydro-1H-pyrrolo[2,3-c]pyridin-5-yl)acetic acid). As a reaction SMILES: [C:1]([O:5][CH:6]([C:11]1[N:16]([CH3:17])[C:15](=[O:18])[C:14]2[NH:19][CH:20]=[CH:21][C:13]=2[C:12]=1[C:22]1[CH:27]=[CH:26][C:25]([Cl:28])=[CH:24][CH:23]=1)[C:7]([O:9]C)=[O:8])([CH3:4])([CH3:3])[CH3:2].[CH3:29][C:30]1[CH:35]=[CH:34][C:33]([S:36](Cl)(=[O:38])=[O:37])=[CH:32][CH:31]=1>>[C:1]([O:5][CH:6]([C:11]1[N:16]([CH3:17])[C:15](=[O:18])[C:14]2[N:19]([S:36]([C:33]3[CH:34]=[CH:35][C:30]([CH3:29])=[CH:31][CH:32]=3)(=[O:38])=[O:37])[CH:20]=[CH:21][C:13]=2[C:12]=1[C:22]1[CH:23]=[CH:24][C:25]([Cl:28])=[CH:26][CH:27]=1)[C:7]([OH:9])=[O:8])([CH3:2])([CH3:3])[CH3:4]. Procedure: The title compound was prepared in a manner similar to that described in Example 16 from methyl 2-(tert-butoxy)-2-(4-(4-chlorophenyl)-6-methyl-7-oxo-6,7-dihydro-1H-pyrrolo[2,3-c]pyridin-5-yl)acetate and 4-methylbenzenesulfonyl chloride. 1H NMR (400 MHz, CHLOROFORM-d) ppm 7.98-8.08 (m, 2H) 7.84-7.92 (m, 1H) 7.52-7.59 (m, 1H) 7.43-7.52 (m, 2H) 7.30-7.37 (m, 3H) 6.07-6.17 (m, 1H) 5.21-5.28 (m, 1H) 3.53-3.65 (m, 3H) 3.47-3.63 (m, 3H) 2.42 (s, 3H) 0.98 (s, 9H); LCMS (m/z) ES+=543 (M+1). Product: NC(=O)CCC(NC(=O)CCl)C(=O)O. Starting materials: O=C(Cl)CCl, NC(=O)CCC(N)C(=O)O. As a reaction SMILES: [Cl:11][CH2:12][C:13](=[O:14])[Cl:15].[NH2:1][CH:2]([CH2:3][CH2:4][C:5]([NH2:6])=[O:7])[C:8]([OH:9])=[O:10]>>[NH:1]([CH:2]([CH2:3][CH2:4][C:5]([NH2:6])=[O:7])[C:8]([OH:9])=[O:10])[C:13]([CH2:12][Cl:11])=[O:14]. Starting materials: OBO, Cc1ccccc1, Cc1nc(C#Cc2ccnc(Cl)c2)c[nH]1. Product: Cc1ccc(-n2cc(C#Cc3ccnc(Cl)c3)nc2C)cc1. Reaction SMILES: [BH:16]([OH:17])[OH:18].[CH3:19][c:20]1[cH:21][cH:22][cH:23][cH:24][cH:25]1.[Cl:1][c:2]1[n:3][cH:4][cH:5][c:6]([C:8]#[C:9][c:10]2[n:11][c:12]([CH3:15])[nH:13][cH:14]2)[cH:7]1>>[Cl:1][c:2]1[n:3][cH:4][cH:5][c:6]([C:8]#[C:9][c:10]2[n:11][c:12]([CH3:15])[n:13](-[c:23]3[cH:22][cH:21][c:20]([CH3:19])[cH:25][cH:24]3)[cH:14]2)[cH:7]1. Reactants: CC(C)(C)OC(=O)Nc1ccccc1NC(=O)C=Cc1ccn(S(=O)(=O)c2ccc(-c3ccccc3)cc2)c1, ClCCl, O=C(O)C(F)(F)F, Cc1ccc(S(=O)(=O)n2ccc(C=CC(=O)Nc3ccccc3N)c2)cc1. The product is Nc1ccccc1NC(=O)C=Cc1ccn(S(=O)(=O)c2ccc(-c3ccccc3)cc2)c1. RXN SMILES: [C:28]([O:29][C:30](=[O:31])[NH:34][c:35]1[c:36]([NH:41][C:42]([CH:43]=[CH:44][c:45]2[cH:46][n:47]([S:50](=[O:51])(=[O:52])[c:53]3[cH:54][cH:55][c:56](-[c:59]4[cH:60][cH:61][cH:62][cH:63][cH:64]4)[cH:57][cH:58]3)[cH:48][cH:49]2)=[O:65])[cH:37][cH:38][cH:39][cH:40]1)([CH3:32])([CH3:33])[CH3:66].[Cl:74][CH2:75][Cl:76].[F:67][C:68]([F:69])([F:70])[C:71]([OH:72])=[O:73].[NH2:1][c:2]1[cH:3][cH:4][cH:5][cH:6][c:7]1[NH:8][C:9](=[O:10])[CH:11]=[CH:12][c:13]1[cH:14][cH:15][n:16]([S:17]([c:18]2[cH:19][cH:20][c:21]([CH3:22])[cH:23][cH:24]2)(=[O:25])=[O:26])[cH:27]1>>[NH2:34][c:35]1[c:36]([NH:41][C:42]([CH:43]=[CH:44][c:45]2[cH:46][n:47]([S:50](=[O:51])(=[O:52])[c:53]3[cH:54][cH:55][c:56](-[c:59]4[cH:60][cH:61][cH:62][cH:63][cH:64]4)[cH:57][cH:58]3)[cH:48][cH:49]2)=[O:65])[cH:37][cH:38][cH:39][cH:40]1. Starting materials: OC(CC1=CC=CC=C1)C1=CC=C(C=C1)CCCC(=O)OC (methyl 4-[4-(1-hydroxy-2-Phenylethyl)phenyl]butyrate), S(=O)(Cl)Cl (thionyl chloride). Run in C1=CC=CC=C1 (benzene). Reaction conditions: time 1.5 hour. Product: ClC(CC1=CC=CC=C1)C1=CC=C(C=C1)CCCC(=O)OC (Methyl 4-[4-[1-Chloro-2-phenylethyl)phenyl]butyrate). Reaction SMILES: O[CH:2]([C:10]1[CH:15]=[CH:14][C:13]([CH2:16][CH2:17][CH2:18][C:19]([O:21][CH3:22])=[O:20])=[CH:12][CH:11]=1)[CH2:3][C:4]1[CH:9]=[CH:8][CH:7]=[CH:6][CH:5]=1.S(Cl)([Cl:25])=O>C1C=CC=CC=1>[Cl:25][CH:2]([C:10]1[CH:15]=[CH:14][C:13]([CH2:16][CH2:17][CH2:18][C:19]([O:21][CH3:22])=[O:20])=[CH:12][CH:11]=1)[CH2:3][C:4]1[CH:9]=[CH:8][CH:7]=[CH:6][CH:5]=1. Reported procedure: To a solution of 3.49 g of methyl 4-[4-(1-hydroxy-2-Phenylethyl)phenyl]butyrate in 17 ml of benzene, 1.10 ml of thionyl chloride was added dropwise under ice-cooling, and then stirring was continued at room temperature for 1.5 hours. The reaction solvent was removed under reduced pressure, and the residue was dissolved in ether. The ether layer was washed with water and dried, and then the solvent was removed under reduced pressure to yield 3.30 g of pale yellow oil. Starting materials: CC1(Cc2ccc(Br)cc2)C(=O)N(c2cc(Cl)cc(Cl)c2)c2ncc(C(=O)O)n21, CC(N)C(=O)OC(C)(C)C, ClCCCl, CN(C)c1ccncc1, Cl, CN(C)C=O, O, On1nnc2ccccc21. The product is CC(NC(=O)c1cnc2n1C(C)(Cc1ccc(Br)cc1)C(=O)N2c1cc(Cl)cc(Cl)c1)C(=O)OC(C)(C)C. Reaction SMILES: [Br:1][c:2]1[cH:3][cH:4][c:5]([CH2:6][C:7]2([CH3:27])[C:8](=[O:26])[N:9]([c:18]3[cH:19][c:20]([Cl:25])[cH:21][c:22]([Cl:24])[cH:23]3)[c:10]3[n:11]2[c:12]([C:15](=[O:16])[OH:17])[cH:13][n:14]3)[cH:28][cH:29]1.[C:31]([CH3:32])([CH3:33])([CH3:34])[O:35][C:36]([CH:37]([CH3:38])[NH2:39])=[O:40].[CH2:51]([Cl:52])[CH2:53][Cl:54].[CH3:60][N:61]([c:62]1[cH:63][cH:64][n:65][cH:66][cH:67]1)[CH3:68].[ClH:30].[O:55]=[CH:56][N:57]([CH3:58])[CH3:59].[OH2:69].[OH:41][n:42]1[c:43]2[c:44]([cH:45][cH:46][cH:47][cH:48]2)[n:49][n:50]1>>[Br:1][c:2]1[cH:3][cH:4][c:5]([CH2:6][C:7]2([CH3:27])[C:8](=[O:26])[N:9]([c:18]3[cH:19][c:20]([Cl:25])[cH:21][c:22]([Cl:24])[cH:23]3)[c:10]3[n:11]2[c:12]([C:15](=[O:17])[NH:39][CH:37]([C:36]([O:35][C:31]([CH3:32])([CH3:33])[CH3:34])=[O:40])[CH3:38])[cH:13][n:14]3)[cH:28][cH:29]1. Starting materials: CCCCCOCc1ccc(-c2ccc(C(=O)Oc3cc(F)c(C#N)c(F)c3)cc2)cc1, Cc1ccccc1, O=S(Cl)Cl, c1ccncc1. Product: CCCCCOCc1ccc(-c2ccc(C(=O)Cl)cc2)cc1. As a reaction SMILES: [CH2:1]([CH2:2][CH2:3][CH2:4][CH3:5])[O:6][CH2:7][c:8]1[cH:9][cH:10][c:11](-[c:14]2[cH:15][cH:16][c:17]([C:20]([O:22][c:21]3[cH:23][c:24]([F:25])[c:26]([C:27]#[N:28])[c:29]([F:30])[cH:31]3)=[O:32])[cH:18][cH:19]2)[cH:12][cH:13]1.[CH3:43][c:44]1[cH:45][cH:46][cH:47][cH:48][cH:49]1.[S:33]([Cl:34])([Cl:35])=[O:36].[cH:37]1[cH:38][cH:39][n:40][cH:41][cH:42]1>>[CH2:1]([CH2:2][CH2:3][CH2:4][CH3:5])[O:6][CH2:7][c:8]1[cH:9][cH:10][c:11](-[c:14]2[cH:15][cH:16][c:17]([C:20](=[O:22])[Cl:35])[cH:18][cH:19]2)[cH:12][cH:13]1.